describe an organic reaction: reactants, conditions, products, and yield From a dataset of the Open Reaction Database (ORD), a public repository of structured organic reaction records. The reactants are CN=C=O (methylisocyanate), CC1NOCCC2=C1C=CC=C2 (1-methyl-1,2,4,5-tetrahydro-3,2-benzoxazepine). Run in C(C)OCC (diethyl ether), C(C)OCC (diethyl ether). Reaction conditions: time 8 hour. Product: CC1N(OCCC2=C1C=CC=C2)C(NC)=O (1-Methyl-2-methylcarbamyl-1,2,4,5-tetrahydro-3,2-benzoxazepine). RXN SMILES: [CH3:1][N:2]=[C:3]=[O:4].[CH3:5][CH:6]1[C:12]2[CH:13]=[CH:14][CH:15]=[CH:16][C:11]=2[CH2:10][CH2:9][O:8][NH:7]1>C(OCC)C>[CH3:5][CH:6]1[C:12]2[CH:13]=[CH:14][CH:15]=[CH:16][C:11]=2[CH2:10][CH2:9][O:8][N:7]1[C:3](=[O:4])[NH:2][CH3:1]. Procedure: A solution of 1.37 g. of methylisocyanate in 10 ml. of diethyl ether was added dropwise to a solution of 1.96 g. of 1-methyl-1,2,4,5-tetrahydro-3,2-benzoxazepine in 30 ml. of diethyl ether under stirring at 0°-5° C. After standing overnight the solution was evaporated to dryness and the oily residue was distilled at 160° C./0.02 mm Hg. Yield 2.41 g.